Dataset: the Open Reaction Database (ORD), a public repository of structured organic reaction records. Task: describe an organic reaction: reactants, conditions, products, and yield Starting materials: C1=CC=CC=2C3=CC=CC=C3C(C12)COC(N[C@H](C(N[C@H](C(NCC(=O)OC(C)(C)C)=O)CC1=CC=C(C=C1)O)=O)C)=O ((5S,8S)-tert-Butyl 1-(9H-fluoren-9-yl)-8-(4-hydroxybenzyl)-5-methyl-3,6,9-trioxo-2-oxa-4,7,10-triazadodecan-12-oate), N1CCCCC1 (piperidine). Run in CN(C)C=O (DMF). Run at time 20 minute. The product is N[C@H](C(=O)N[C@H](C(=O)NCC(=O)OC(C)(C)C)CC1=CC=C(C=C1)O)C (tert-Butyl 2-((S)-2-((S)-2-aminopropanamido)-3-(4-hydroxyphenyl)propanamido)acetate). As a reaction SMILES: C1C2C(COC(=O)[NH:17][C@@H:18]([CH3:42])[C:19](=[O:41])[NH:20][C@@H:21]([CH2:33][C:34]3[CH:39]=[CH:38][C:37]([OH:40])=[CH:36][CH:35]=3)[C:22](=[O:32])[NH:23][CH2:24][C:25]([O:27][C:28]([CH3:31])([CH3:30])[CH3:29])=[O:26])C3C(=CC=CC=3)C=2C=CC=1.N1CCCCC1>CN(C=O)C>[NH2:17][C@@H:18]([CH3:42])[C:19]([NH:20][C@@H:21]([CH2:33][C:34]1[CH:39]=[CH:38][C:37]([OH:40])=[CH:36][CH:35]=1)[C:22]([NH:23][CH2:24][C:25]([O:27][C:28]([CH3:29])([CH3:30])[CH3:31])=[O:26])=[O:32])=[O:41]. Procedure details: To a solution of material from Example 99 (577 mg, 0.579 mmol) in anhydrous DMF (4 mL) is added piperidine (1 mL, 10.1 mmol). The resulting solution is stirred at room temp for 20 min, then the solvent is removed in vacuo. The resulting solid is evaporated sequentially from ethyl acetate, 1,2-dichloroethane and dichloromethane and dried under high vacuum for several hours to give the title compound as a white solid in quantitative yield that contains 1 equivalent of 1-((9H-fluoren-9-yl)methyl)pi...